From a dataset of the Open Reaction Database (ORD), a public repository of structured organic reaction records. describe an organic reaction: reactants, conditions, products, and yield The reactants are CN(C)P(=O)(N(C)C)N(C)C, CC(NC(=O)OC(C)(C)C)c1nc(CI)co1, O. Product: Cc1coc(C(C)NC(=O)OC(C)(C)C)n1. RXN SMILES: [CH3:19][N:20]([CH3:21])[P:22]([N:23]([CH3:24])[CH3:25])([N:26]([CH3:27])[CH3:28])=[O:29].[I:1][CH2:2][c:3]1[n:4][c:5]([CH:8]([CH3:9])[NH:10][C:11]([O:12][C:13]([CH3:14])([CH3:15])[CH3:16])=[O:17])[o:6][cH:7]1.[OH2:18]>>[CH3:2][c:3]1[n:4][c:5]([CH:8]([CH3:9])[NH:10][C:11]([O:12][C:13]([CH3:14])([CH3:15])[CH3:16])=[O:17])[o:6][cH:7]1. Reaction SMILES: [N:1]([C:4]1[C:9]([N+:10]([O-])=O)=[CH:8][C:7]([O:13][CH3:14])=[C:6]([O:15][CH3:16])[N:5]=1)=[N+]=[N-].[CH3:17]O>[Pd]>[CH3:16][O:15][C:6]1[N:5]=[C:4]2[N:1]=[CH:17][NH:10][C:9]2=[CH:8][C:7]=1[O:13][CH3:14]. Starting materials: N(=[N+]=[N-])C1=NC(=C(C=C1[N+](=O)[O-])OC)OC (2-azido-5,6-dimethoxy-3-nitropyridine), CO (methanol). Yields the product COC1=C(C=C2C(=N1)N=CN2)OC (5,6-dimethoxy-1H-imidazo[4,5-b]pyridine). The reagents and catalysts are [Pd] (Pd/C). Reported procedure: A suspension of 11.6 g of 2-azido-5,6-dimethoxy-3-nitropyridine (example E5) in 600 ml methanol was treated with 1.7 g Pd/C (10% Pd) and hydrogenated for 16 h under atmospheric pressure. The reaction mixture was rapidly filtered through a plug of CELITE® (diatomaceous earth), the filtrate was concentrated under vacuum and the residue was refluxed in 100 ml of formic acid for 18 h. The formic acid was removed under vacuum and the resulting residue was dried under vacuum at 100-110° C. to yield cr...